This data is from the Open Reaction Database (ORD), a public repository of structured organic reaction records. The task is: describe an organic reaction: reactants, conditions, products, and yield Reaction SMILES: [C:28]([O:29][BH-:30]([O:31][C:32](=[O:33])[CH3:34])[O:35][C:36](=[O:37])[CH3:38])(=[O:39])[CH3:40].[CH2:26]=[O:27].[Cl:1][c:2]1[cH:3][c:4]2[c:5]([cH:24][cH:25]1)[NH:6][c:7]1[s:8][cH:9][cH:10][c:11]1[C:12]([N:14]1[CH2:15][CH:16]([CH2:20][CH2:21][O:22][CH3:23])[NH:17][CH2:18][CH2:19]1)=[N:13]2.[Cl:42][CH2:43][Cl:44].[Na+:41]>>[Cl:1][c:2]1[cH:3][c:4]2[c:5]([cH:24][cH:25]1)[NH:6][c:7]1[s:8][cH:9][cH:10][c:11]1[C:12]([N:14]1[CH2:15][CH:16]([CH2:20][CH2:21][O:22][CH3:23])[N:17]([CH3:28])[CH2:18][CH2:19]1)=[N:13]2. Starting materials: CC(=O)O[BH-](OC(C)=O)OC(C)=O, C=O, COCCC1CN(C2=Nc3cc(Cl)ccc3Nc3sccc32)CCN1, ClCCl, [Na+]. Product: COCCC1CN(C2=Nc3cc(Cl)ccc3Nc3sccc32)CCN1C. The reactants are CCOC(=O)c1c(O)c2nnc(Cl)cc2n1C, CCO. Product: CCOC(=O)c1c(O)c2nnccc2n1C. RXN SMILES: [CH2:1]([CH3:2])[O:3][C:4](=[O:5])[c:6]1[c:7]([OH:17])[c:8]2[n:9][n:10][c:11]([Cl:16])[cH:12][c:13]2[n:14]1[CH3:15].[CH3:18][CH2:19][OH:20]>>[CH2:1]([CH3:2])[O:3][C:4](=[O:5])[c:6]1[c:7]([OH:17])[c:8]2[n:9][n:10][cH:11][cH:12][c:13]2[n:14]1[CH3:15]. Starting materials: P(=O)(OCC(COCC(CCCCCCCCCCCCCCC)=O)OC)(OCCBr)[O-] (3-(2-oxoheptadecyloxy)-2-methoxypropyl 2-bromoethyl phosphate), S1C=NC=C1 (thiazole). Run in C1(=CC=CC=C1)C (toluene). Run at temperature 60 celsius, time 4 day. Yields the product P(=O)(OCC(COCC(CCCCCCCCCCCCCCC)=O)OC)(OCCC=1SC=C[NH+]1)[O-] (3-(2-Oxoheptadecyloxy)-2-methoxypropyl 2-thiazolioethyl phosphate). As a reaction SMILES: [P:1]([O-:32])([O:28][CH2:29][CH2:30]Br)([O:3][CH2:4][CH:5]([O:26][CH3:27])[CH2:6][O:7][CH2:8][C:9](=[O:25])[CH2:10][CH2:11][CH2:12][CH2:13][CH2:14][CH2:15][CH2:16][CH2:17][CH2:18][CH2:19][CH2:20][CH2:21][CH2:22][CH2:23][CH3:24])=[O:2].[S:33]1[CH:37]=[CH:36][N:35]=[CH:34]1>C1(C)C=CC=CC=1>[P:1]([O-:32])([O:28][CH2:29][CH2:30][C:34]1[S:33][CH:37]=[CH:36][NH+:35]=1)([O:3][CH2:4][CH:5]([O:26][CH3:27])[CH2:6][O:7][CH2:8][C:9](=[O:25])[CH2:10][CH2:11][CH2:12][CH2:13][CH2:14][CH2:15][CH2:16][CH2:17][CH2:18][CH2:19][CH2:20][CH2:21][CH2:22][CH2:23][CH3:24])=[O:2]. Procedure details: In 3 ml of toluene was dissolved 0.9 g of the above 3-(2-oxoheptadecyloxy)-2-methoxypropyl 2-bromoethyl phosphate (5), and 1 ml of thiazole was added to the solution. The mixture was stirred at 60° C. for 4 days and then concentrated to dryness. The residue was purified by silica gel chromatography [eluent: (1) methanol and (2) chloroform-methanol-water (65:25:4)] to give 0.20 g of the desired compound. Starting materials: CC(=CC1C(C1(C)C)C(=O)O)C (chrysanthemic acid), [OH-].[Na+] (sodium hydroxide), Cl (hydrochloric acid). Reaction conditions: temperature 25 celsius, time 8 hour. Product: CC(=C[C@@H]1[C@H](C1(C)C)C(=O)O)C (dl-trans-chrysanthemic acid). Reaction SMILES: [CH3:1][C:2]([CH3:12])=[CH:3][CH:4]1[C:6]([CH3:8])([CH3:7])[CH:5]1[C:9]([OH:11])=[O:10].[OH-].[Na+].Cl>>[CH3:1][C:2]([CH3:12])=[CH:3][C@H:4]1[C:6]([CH3:7])([CH3:8])[C@@H:5]1[C:9]([OH:11])=[O:10] |f:1.2|. Procedure details: 62 g. of chrysanthemic acid (consisting of 18% cis and 82% trans isomer) prepared as described in Example (3a) and enriched in the trans isomer were dissolved at 70°-75° C. in 70 ml. of a 20% aqueous sodium hydroxide solution, cooled to room temperature and set aside overnight. The precipitated crystals were filtered by thorough suction and dissolved in 330 ml. of water, 240 ml. of petroleum ether (b.p. 40° C.) were added to the solution of the sodium salt obtained and the mixture was acidified ... Reactants: C1CCOC1, CCO, CCOC(=O)c1ccc2c(Cl)cnc(Cl)c2c1, Cl, [Na+], [OH-]. Yields the product O=C(O)c1ccc2c(Cl)cnc(Cl)c2c1. Reaction SMILES: [CH2:24]1[O:25][CH2:26][CH2:27][CH2:28]1.[CH3:20][CH2:21][OH:22].[Cl:1][c:2]1[n:3][cH:4][c:5]([Cl:17])[c:6]2[cH:7][cH:8][c:9]([C:12](=[O:13])[O:14][CH2:15][CH3:16])[cH:10][c:11]12.[ClH:23].[Na+:19].[OH-:18]>>[Cl:1][c:2]1[n:3][cH:4][c:5]([Cl:17])[c:6]2[cH:7][cH:8][c:9]([C:12](=[O:13])[OH:14])[cH:10][c:11]12. Reactants: C1CCNCC1, CC1=CC(=C(C#N)C#N)C=C(c2ccccc2)O1, CCO, O=Cc1ccc(N2N=C(c3ccccc3)CC2c2ccc3ccc4cccc5ccc2c3c45)cc1. Product: N#CC(C#N)=C1C=C(C=Cc2ccc(N3N=C(c4ccccc4)CC3c3ccc4ccc5cccc6ccc3c4c56)cc2)OC(c2ccccc2)=C1. RXN SMILES: [CH2:54]1[CH2:55][CH2:56][NH:57][CH2:58][CH2:59]1.[CH3:1][C:2]1=[CH:7][C:6](=[C:8]([C:9]#[N:10])[C:11]#[N:12])[CH:5]=[C:4]([c:13]2[cH:14][cH:15][cH:16][cH:17][cH:18]2)[O:3]1.[CH3:60][CH2:61][OH:62].[c:19]1([C:25]2=[N:26][N:27]([c:46]3[cH:47][cH:48][c:49]([CH:50]=[O:51])[cH:52][cH:53]3)[CH:28]([c:30]3[cH:31][cH:32][c:33]4[cH:34][cH:35][c:36]5[cH:37][cH:38][cH:39][c:40]6[cH:41][cH:42][c:43]3[c:44]4[c:45]56)[CH2:29]2)[cH:20][cH:21][cH:22][cH:23][cH:24]1>>[CH:1]([C:2]1=[CH:7][C:6](=[C:8]([C:9]#[N:10])[C:11]#[N:12])[CH:5]=[C:4]([c:13]2[cH:14][cH:15][cH:16][cH:17][cH:18]2)[O:3]1)=[CH:50][c:49]1[cH:48][cH:47][c:46]([N:27]2[N:26]=[C:25]([c:19]3[cH:20][cH:21][cH:22][cH:23][cH:24]3)[CH2:29][CH:28]2[c:30]2[cH:31][cH:32][c:33]3[cH:34][cH:35][c:36]4[cH:37][cH:38][cH:39][c:40]5[cH:41][cH:42][c:43]2[c:44]3[c:45]45)[cH:53][cH:52]1.